Dataset: the Open Reaction Database (ORD), a public repository of structured organic reaction records. Task: describe an organic reaction: reactants, conditions, products, and yield Reactants: CC(=O)[O-], CC(=O)[O-], CCOC(C)=O, Cc1ccccc1, Cc1ccc(S(=O)(=O)OCc2cc(-c3cccnc3N(C(=O)OC(C)(C)C)C(=O)OC(C)(C)C)on2)cc1, Cc1cc(-c2cccnc2N(C(=O)OC(C)(C)C)C(=O)OC(C)(C)C)on1, [K+], [K+], [K+], O, O=P([O-])([O-])[O-], [Pd+2], c1ccc(P(c2ccccc2)c2ccccc2)cc1, OB(O)c1ccc(COc2ccccn2)cc1. Product: CC(C)(C)OC(=O)N(C(=O)OC(C)(C)C)c1ncccc1-c1cc(Cc2ccc(COc3ccccn3)cc2)no1. Reaction SMILES: [C:110]([O-:111])(=[O:112])[CH3:113].[C:115]([O-:116])(=[O:117])[CH3:118].[CH3:120][CH2:121][O:122][C:123](=[O:124])[CH3:125].[CH3:126][c:127]1[cH:128][cH:129][cH:130][cH:131][cH:132]1.[CH3:1][c:2]1[cH:3][cH:4][c:5]([S:6]([O:7][CH2:12][c:13]2[n:14][o:15][c:16](-[c:18]3[c:19]([N:24]([C:25](=[O:26])[O:27][C:28]([CH3:29])([CH3:30])[CH3:31])[C:32](=[O:33])[O:34][C:35]([CH3:36])([CH3:37])[CH3:38])[n:20][cH:21][cH:22][cH:23]3)[cH:17]2)(=[O:8])=[O:9])[cH:10][cH:11]1.[CH3:83][c:84]1[cH:85][c:86](-[c:87]2[c:88]([N:89]([C:90]([O:91][C:92]([CH3:93])([CH3:94])[CH3:95])=[O:96])[C:97]([O:98][C:99]([CH3:100])([CH3:101])[CH3:102])=[O:103])[n:104][cH:105][cH:106][cH:107]2)[o:108][n:109]1.[K+:61].[K+:62].[K+:63].[OH2:119].[P:56]([O-:57])([O-:58])([O-:59])=[O:60].[Pd+2:114].[c:64]1([P:65]([c:66]2[cH:67][cH:68][cH:69][cH:70][cH:71]2)[c:72]2[cH:73][cH:74][cH:75][cH:76][cH:77]2)[cH:78][cH:79][cH:80][cH:81][cH:82]1.[n:39]1[c:40]([O:45][CH2:46][c:47]2[cH:48][cH:49][c:50]([B:53]([OH:54])[OH:55])[cH:51][cH:52]2)[cH:41][cH:42][cH:43][cH:44]1>>[CH2:12]([c:13]1[n:14][o:15][c:16](-[c:18]2[c:19]([N:24]([C:25](=[O:26])[O:27][C:28]([CH3:29])([CH3:30])[CH3:31])[C:32](=[O:33])[O:34][C:35]([CH3:36])([CH3:37])[CH3:38])[n:20][cH:21][cH:22][cH:23]2)[cH:17]1)[c:50]1[cH:49][cH:48][c:47]([CH2:46][O:45][c:40]2[n:39][cH:44][cH:43][cH:42][cH:41]2)[cH:52][cH:51]1. Reactants: Cl (hydrochloric acid), COC(=O)C1=NN(C=2C3=C(CCC12)C=C(C=C3)OCC=3C=NC=NC3)CC3=CC(=CC=C3)OCOC (4,5-dihydro-1-(3-methoxymethoxybenzyl)-7-(5-pyrimidinylmethoxy)-[1H]-benz[g]indazole-3-carboxylic acid methyl ester). The solvent is O1CCCC1 (tetrahydrofuran). Reaction conditions: time 3 hour. Yields the product COC(=O)C1=NN(C=2C3=C(CCC12)C=C(C=C3)OCC=3C=NC=NC3)CC3=CC(=CC=C3)O (4,5-dihydro-1-(3-hydroxybenzyl)-7-(5-pyrimidinylmethoxy)-[1H]-benz[g]indazole-3-carboxylic acid methyl ester). The yield is 66.8%. RXN SMILES: Cl.[CH3:2][O:3][C:4]([C:6]1[C:14]2[CH2:13][CH2:12][C:11]3[CH:15]=[C:16]([O:19][CH2:20][C:21]4[CH:22]=[N:23][CH:24]=[N:25][CH:26]=4)[CH:17]=[CH:18][C:10]=3[C:9]=2[N:8]([CH2:27][C:28]2[CH:33]=[CH:32][CH:31]=[C:30]([O:34]COC)[CH:29]=2)[N:7]=1)=[O:5]>O1CCCC1>[CH3:2][O:3][C:4]([C:6]1[C:14]2[CH2:13][CH2:12][C:11]3[CH:15]=[C:16]([O:19][CH2:20][C:21]4[CH:22]=[N:23][CH:24]=[N:25][CH:26]=4)[CH:17]=[CH:18][C:10]=3[C:9]=2[N:8]([CH2:27][C:28]2[CH:33]=[CH:32][CH:31]=[C:30]([OH:34])[CH:29]=2)[N:7]=1)=[O:5]. Reported procedure: 6 N hydrochloric acid (3 ml) was added to a solution in tetrahydrofuran (15 ml) of the 4,5-dihydro-1-(3-methoxymethoxybenzyl)-7-(5-pyrimidinylmethoxy)-[1H]-benz[g]indazole-3-carboxylic acid methyl ester (308 mg, 0.63 m mol) obtained in the step A of Example 27, and this mixture was stirred at room temperature for 3 hours. Thereafter, the reaction mixture was concentrated under reduced pressure. After the addition of ice water (50 ml), the reaction mixture was alkalified with a saturated aqueous ... The reactants are NC=1C(=NC(=C(C1)F)Br)C(=O)OC (methyl 3-amino-6-bromo-5-fluoropyridine-2-carboxylate), CCN(C(C)C)C(C)C (DIPEA), FC1=C(C(=CC=C1)F)B1OC(C(O1)(C)C)(C)C (2-(2,6-difluorophenyl)-4,4,5,5-tetramethyl-1,3,2-dioxaborolane), PTFE. Reagents/catalysts: CC(C)([P](C(C)(C)C)([Pd][P](C(C)(C)C)(C(C)(C)C)C(C)(C)C)C(C)(C)C)C (bis(tri-tert-butylphosphine)palladium). Run at temperature 100 celsius. The product is NC=1C(=NC(=C(C1)F)C1=C(C=CC=C1F)F)C(=O)OC (Methyl 3-amino-6-(2,6-difluorophenyl)-5-fluoropyridine-2-carboxylate). Yield: 74.4%. RXN SMILES: [NH2:1][C:2]1[C:3]([C:10]([O:12][CH3:13])=[O:11])=[N:4][C:5](Br)=[C:6]([F:8])[CH:7]=1.[F:14][C:15]1[CH:20]=[CH:19][CH:18]=[C:17]([F:21])[C:16]=1B1OC(C)(C)C(C)(C)O1.CCN(C(C)C)C(C)C>CC(C)([P](C(C)(C)C)([Pd][P](C(C)(C)C)(C(C)(C)C)C(C)(C)C)C(C)(C)C)C>[NH2:1][C:2]1[C:3]([C:10]([O:12][CH3:13])=[O:11])=[N:4][C:5]([C:16]2[C:15]([F:14])=[CH:20][CH:19]=[CH:18][C:17]=2[F:21])=[C:6]([F:8])[CH:7]=1 |^1:42,48|. Procedure: To a screw-cap vial equipped with a magnetic stir bar, methyl 3-amino-6-bromo-5-fluoropyridine-2-carboxylate (99.6 mg, 0.400 mmol) was added, followed by 2-(2,6-difluorophenyl)-4,4,5,5-tetramethyl-1,3,2-dioxaborolane (Combi-Blocks, 190 mg, 0.80 mmol), and bis(tri-tert-butylphosphine)palladium (40.9 mg, 0.080 mmol). The vial was sealed with a PTFE-lined septum, evacuated and backfilled with nitrogen three times. 1,4-Dioxane (2.0 mL) was added via a syringe, followed by DIPEA (0.14 mL, 0.80 mmol) ... The solvent is C1(=CC=CC=C1)OC (anisole). Reaction SMILES: C([O:5][C:6](=[O:36])[C@@H:7]1[CH2:11][CH2:10][CH2:9][N:8]1[C:12](=[O:35])[CH:13]([CH2:30][S:31][C:32](=[O:34])[CH3:33])[CH2:14][CH2:15][CH2:16][NH:17]C(OCC1C=CC(OC)=CC=1)=O)(C)(C)C.[F:37][C:38]([F:43])([F:42])[C:39]([OH:41])=[O:40]>C1(OC)C=CC=CC=1>[C:32]([S:31][CH2:30][CH:13]([CH2:14][CH2:15][CH2:16][NH2:17])[C:12]([N:8]1[CH2:9][CH2:10][CH2:11][C@H:7]1[C:6]([OH:36])=[O:5])=[O:35])(=[O:34])[CH3:33].[F:37][C:38]([F:43])([F:42])[C:39]([O-:41])=[O:40]. Procedure details: N-[2-Acetylthiomethyl-5-(p-methoxybenzyloxycarbonylamino)pentanoyl]-L-proline tert-butyl ester (2 g.) is dissolved in a mixture of trifluoroacetic acid (15 ml.) and anisole (6 ml.). The solution is stored at room temperature for one hour, the solvents are removed in vacuo and the residue is precipitated from ethyl acetate-ether to yield N-(2-acetylthiomethyl-5-aminopentanoyl)-L-proline, trifluoroacetate. Run at time 1 hour. Product: C(C)(=O)SCC(C(=O)N1[C@H](C(=O)O)CCC1)CCCN (N-(2-acetylthiomethyl-5-aminopentanoyl)-L-proline), FC(C(=O)[O-])(F)F (trifluoroacetate). Starting materials: C(C)(C)(C)OC([C@H]1N(CCC1)C(C(CCCNC(=O)OCC1=CC=C(C=C1)OC)CSC(C)=O)=O)=O (N-[2-Acetylthiomethyl-5-(p-methoxybenzyloxycarbonylamino)pentanoyl]-L-proline tert-butyl ester), FC(C(=O)O)(F)F (trifluoroacetic acid). As a reaction SMILES: [Br:1][c:2]1[c:3](-[c:20]2[cH:21][c:22]3[c:23]([s:24]2)[cH:25][cH:26][c:27]([O:29][CH2:30][CH2:31][Cl:32])[cH:28]3)[n:4][c:5]([NH:8][CH2:9][CH2:10][N:11]2[C:12](=[O:19])[NH:13][C:14](=[O:18])[C:15]2([CH3:16])[CH3:17])[n:6][cH:7]1.[C:42](=[O:43])([OH:44])[O-:45].[CH3:33][N:34]1[CH2:35][CH2:36][NH:37][CH2:38][CH2:39]1.[I-:41].[Na+:40].[Na+:46].[O:47]=[CH:48][N:49]([CH3:50])[CH3:51]>>[Br:1][c:2]1[c:3](-[c:20]2[cH:21][c:22]3[c:23]([s:24]2)[cH:25][cH:26][c:27]([O:29][CH2:30][CH2:31][N:37]2[CH2:36][CH2:35][N:34]([CH3:33])[CH2:39][CH2:38]2)[cH:28]3)[n:4][c:5]([NH:8][CH2:9][CH2:10][N:11]2[C:12](=[O:19])[NH:13][C:14](=[O:18])[C:15]2([CH3:16])[CH3:17])[n:6][cH:7]1. The product is CN1CCN(CCOc2ccc3sc(-c4nc(NCCN5C(=O)NC(=O)C5(C)C)ncc4Br)cc3c2)CC1. Reactants: CC1(C)C(=O)NC(=O)N1CCNc1ncc(Br)c(-c2cc3cc(OCCCl)ccc3s2)n1, O=C([O-])O, CN1CCNCC1, [I-], [Na+], [Na+], CN(C)C=O. Reactants: ClC=1C(=NC=CN1)CNC=O (N-(3-chloro-pyrazin-2-ylmethyl)-formamide), CN(C)C=O (DMF), CC#N (MeCN), O=P(Cl)(Cl)Cl (POCl3). The solvent is O (water). Reaction conditions: time 8 hour. Product: ClC=1C=2N(C=CN1)C=NC2 (8-Chloro-imidazo[1,5-a]pyrazine). As a reaction SMILES: [Cl:1][C:2]1[C:3]([CH2:8][NH:9][CH:10]=O)=[N:4][CH:5]=[CH:6][N:7]=1.CC#N.O=P(Cl)(Cl)Cl.CN(C=O)C>O>[Cl:1][C:2]1[C:3]2[N:4]([CH:10]=[N:9][CH:8]=2)[CH:5]=[CH:6][N:7]=1. Procedure details: To an oven dried flask filled with nitrogen was added N-(3-chloro-pyrazin-2-ylmethyl)-formamide (3.000 g, 0.01748 mol) followed by MeCN (60 mL). POCl3 (4.89 mL, 0.0524 mol) was added to the reaction mixture dropwise at 0° C. and the reaction mixture was stirred at 0° C. for 5 min before DMF (0.2 mL) was added. The mixture was then warmed up to rt and stirred at rt for overnight. The excess of POCl3 was removed under reduced pressure and the residue was quenched with solution of 2N NH3 in i-PrOH ...